Task: describe an organic reaction: reactants, conditions, products, and yield. Dataset: the Open Reaction Database (ORD), a public repository of structured organic reaction records Starting materials: CN(C)C=O, Fc1ccccn1, [H-], [Na+], O, OC1CCN(Cc2ccccc2)CC1. The product is c1ccc(CN2CCC(Oc3ccccn3)CC2)cc1. RXN SMILES: [CH3:15][N:16]([CH3:17])[CH:18]=[O:19].[F:20][c:21]1[n:22][cH:23][cH:24][cH:25][cH:26]1.[H-:27].[Na+:28].[OH2:29].[c:1]1([CH2:7][N:8]2[CH2:9][CH2:10][CH:11]([OH:14])[CH2:12][CH2:13]2)[cH:2][cH:3][cH:4][cH:5][cH:6]1>>[c:1]1([CH2:7][N:8]2[CH2:9][CH2:10][CH:11]([O:14][c:21]3[n:22][cH:23][cH:24][cH:25][cH:26]3)[CH2:12][CH2:13]2)[cH:2][cH:3][cH:4][cH:5][cH:6]1. Reactants: CCN=C=O, CCOC(C)=O, CCn1c(C#Cc2cccc(N)c2)c(C#N)c2ccc(OC)cc21, c1ccncc1. The product is CCNC(=O)Nc1cccc(C#Cc2c(C#N)c3ccc(OC)cc3n2CC)c1. RXN SMILES: [CH2:25]([CH3:26])[N:27]=[C:28]=[O:29].[CH3:36][CH2:37][O:38][C:39]([CH3:40])=[O:41].[NH2:1][c:2]1[cH:3][c:4]([C:8]#[C:9][c:10]2[n:11]([CH2:23][CH3:24])[c:12]3[cH:13][c:14]([O:21][CH3:22])[cH:15][cH:16][c:17]3[c:18]2[C:19]#[N:20])[cH:5][cH:6][cH:7]1.[cH:30]1[cH:31][cH:32][n:33][cH:34][cH:35]1>>[NH:1]([c:2]1[cH:3][c:4]([C:8]#[C:9][c:10]2[n:11]([CH2:23][CH3:24])[c:12]3[cH:13][c:14]([O:21][CH3:22])[cH:15][cH:16][c:17]3[c:18]2[C:19]#[N:20])[cH:5][cH:6][cH:7]1)[C:28]([NH:27][CH2:25][CH3:26])=[O:29]. Reactants: ClC1=NC=CC=N1 (2-chloropyrimidine), BrCCBr (1,2-dibromoethane), C1(=C(C=CC=C1)P(C1=C(C=CC=C1)C)C1=C(C=CC=C1)C)C (tri-o-tolylphosphine), solid, ICC1CN(CCC1)C(=O)OC(C)(C)C (tert-butyl 3-(iodomethyl)piperidine-1-carboxylate), Cl[Si](C)(C)C (chlorotrimethylsilane). Reagents/catalysts: [Zn] (Zn), [Pd].C(C1=CC=CC=C1)=CC(=O)C=CC1=CC=CC=C1.C(C1=CC=CC=C1)=CC(=O)C=CC1=CC=CC=C1 (bis(dibenzylidene acetone) palladium (0)). Run in C1CCOC1 (THF), C1CCOC1 (THF), C1CCOC1 (THF), C(C)(=O)OCC (ethyl acetate). Conditions: time 10 minute. Yields the product N1=C(N=CC=C1)CC1CN(CCC1)C(=O)OC(C)(C)C (tert-Butyl 3-(pyrimidin-2-ylmethyl)piperidine-1-carboxylate). Reaction SMILES: BrCCBr.Cl[Si](C)(C)C.I[CH2:11][CH:12]1[CH2:17][CH2:16][CH2:15][N:14]([C:18]([O:20][C:21]([CH3:24])([CH3:23])[CH3:22])=[O:19])[CH2:13]1.Cl[C:26]1[N:31]=[CH:30][CH:29]=[CH:28][N:27]=1.C1(C)C=CC=CC=1P(C1C=CC=CC=1C)C1C=CC=CC=1C>C1COCC1.C(OCC)(=O)C.[Zn].[Pd].C(=CC(C=CC1C=CC=CC=1)=O)C1C=CC=CC=1.C(=CC(C=CC1C=CC=CC=1)=O)C1C=CC=CC=1>[N:27]1[CH:28]=[CH:29][CH:30]=[N:31][C:26]=1[CH2:11][CH:12]1[CH2:17][CH2:16][CH2:15][N:14]([C:18]([O:20][C:21]([CH3:24])([CH3:23])[CH3:22])=[O:19])[CH2:13]1 |f:8.9.10|. Procedure details: A 1 L, 3-neck round bottom flask, equipped with magnetic stirring bar, thermometer, nitrogen gas inlet, and addition funnel was charged with Zn dust (66 g, 1.01 mol, 3 eq). The flask was evacuated and filled with nitrogen three times. On the third evacuation the flask was thoroughly heated with a heat gun, and then allowed to cool to room temperature. Anhydrous THF (120 mL) and 1,2-dibromoethane (19.7 g, 104.8 mmol, 0.3 eq) were charged and the mixture stirred under nitrogen at 65° C. for 10 min... Reactants: CC(C)(C)N1CC(O)C1, [Na+], [OH-], Cc1cccc(O)c1C. Yields the product Cc1cccc(OCC(O)CNC(C)(C)C)c1C. As a reaction SMILES: [C:1]([CH3:2])([CH3:3])([CH3:4])[N:5]1[CH2:6][CH:7]([OH:9])[CH2:8]1.[Na+:20].[OH-:19].[c:10]1([OH:18])[c:11]([CH3:17])[c:12]([CH3:16])[cH:13][cH:14][cH:15]1>>[C:1]([CH3:2])([CH3:3])([CH3:4])[NH:5][CH2:8][CH:7]([CH2:6][O:18][c:10]1[c:11]([CH3:17])[c:12]([CH3:16])[cH:13][cH:14][cH:15]1)[OH:9]. Reaction SMILES: Br[C:2]1[CH:29]=[CH:28][C:5]2[C:6]3[N:7]=[C:8]([C:14]4[N:18]([C:19]5[CH:24]=[CH:23][C:22]([F:25])=[CH:21][C:20]=5[F:26])[N:17]=[C:16]([NH2:27])[N:15]=4)[S:9][C:10]=3[CH2:11][CH2:12][O:13][C:4]=2[CH:3]=1.[CH3:30][C:31]([OH:48])([CH3:47])[CH2:32][N:33]1[CH:37]=[C:36](B2OC(C)(C)C(C)(C)O2)[CH:35]=[N:34]1>>[NH2:27][C:16]1[N:15]=[C:14]([C:8]2[S:9][C:10]3[CH2:11][CH2:12][O:13][C:4]4[CH:3]=[C:2]([C:36]5[CH:35]=[N:34][N:33]([CH2:32][C:31]([CH3:47])([OH:48])[CH3:30])[CH:37]=5)[CH:29]=[CH:28][C:5]=4[C:6]=3[N:7]=2)[N:18]([C:19]2[CH:24]=[CH:23][C:22]([F:25])=[CH:21][C:20]=2[F:26])[N:17]=1. Reported procedure: Similarly to as described in General Procedure C, 5-(8-Bromo-4,5-dihydro-6-oxa-3-thia-1-aza-benzo[e]azulen-2-yl)-1-(2,4-difluoro-phenyl)-1H-[1,2,4]triazol-3-ylamine was reacted with 2-methyl-1-(4-(4,4,5,5-tetramethyl-1,3,2-dioxaborolan-2-yl)-1H-pyrazol-1-yl)propan-2-ol. Purification of the crude reaction mixture by reverse phase HPLC gave 366. LCMS: 536.1. The product is NC=1N=C(N(N1)C1=C(C=C(C=C1)F)F)C=1SC=2CCOC3=C(C2N1)C=CC(=C3)C=3C=NN(C3)CC(C)(O)C (1-(4-{2-[5-Amino-2-(2,4-difluoro-phenyl)-2H-[1,2,4]triazol-3-yl]-4,5-dihydro-6-oxa-3-thia-1-aza-benzo[e]azulen-8-yl}-pyrazol-1-yl)-2-methyl-propan-2-ol). Reactants: BrC1=CC2=C(C=3N=C(SC3CCO2)C2=NC(=NN2C2=C(C=C(C=C2)F)F)N)C=C1 (5-(8-Bromo-4,5-dihydro-6-oxa-3-thia-1-aza-benzo[e]azulen-2-yl)-1-(2,4-difluoro-phenyl)-1H-[1,2,4]triazol-3-ylamine), CC(CN1N=CC(=C1)B1OC(C(O1)(C)C)(C)C)(C)O (2-methyl-1-(4-(4,4,5,5-tetramethyl-1,3,2-dioxaborolan-2-yl)-1H-pyrazol-1-yl)propan-2-ol). The reactants are C(C)(=O)OC=1C=C2C(=NC(=NC2=CC1)C1=CC(=CC=C1)N)NC=1C=C2C=NN(C2=CC1)C(=O)OC(C)(C)C (tert-butyl 5-(6-acetoxy-2-(3-aminophenyl)quinazolin-4-ylamino)-1H-indazole-1-carboxylate), CCN(C(C)C)C(C)C (DIEA), C(CCC)(=O)Cl (butryl chloride), CCOCC (ether). The solvent is ClCCl (dichloromethane). Reaction conditions: time 4 hour. Yields the product C(CCC)(=O)NC=1C=C(C=CC1)C1=NC2=CC=C(C=C2C(=N1)NC=1C=C2C=NN(C2=CC1)C(=O)OC(C)(C)C)O (tert-butyl 5-(2-(3-butyramidophenyl)-6-hydroxyquinazolin-4-ylamino)-1H-indazole-1-carboxylate). Yield: 58.9%. RXN SMILES: C([O:4][C:5]1[CH:6]=[C:7]2[C:12](=[CH:13][CH:14]=1)[N:11]=[C:10]([C:15]1[CH:20]=[CH:19][CH:18]=[C:17]([NH2:21])[CH:16]=1)[N:9]=[C:8]2[NH:22][C:23]1[CH:24]=[C:25]2[C:29](=[CH:30][CH:31]=1)[N:28]([C:32]([O:34][C:35]([CH3:38])([CH3:37])[CH3:36])=[O:33])[N:27]=[CH:26]2)(=O)C.CCN(C(C)C)C(C)C.[C:48](Cl)(=[O:52])[CH2:49][CH2:50][CH3:51].CCOCC>ClCCl>[C:48]([NH:21][C:17]1[CH:16]=[C:15]([C:10]2[N:9]=[C:8]([NH:22][C:23]3[CH:24]=[C:25]4[C:29](=[CH:30][CH:31]=3)[N:28]([C:32]([O:34][C:35]([CH3:36])([CH3:38])[CH3:37])=[O:33])[N:27]=[CH:26]4)[C:7]3[C:12](=[CH:13][CH:14]=[C:5]([OH:4])[CH:6]=3)[N:11]=2)[CH:20]=[CH:19][CH:18]=1)(=[O:52])[CH2:49][CH2:50][CH3:51]. Reported procedure: To a solution of tert-butyl 5-(6-acetoxy-2-(3-aminophenyl)quinazolin-4-ylamino)-1H-indazole-1-carboxylate (0.57 g, 1.12 mmol) and DIEA (0.65 g, 5.03 mmol) in dichloromethane (20 mL) was added butryl chloride (0.180 g, 1.69 mmol). The resulting reaction mixture was stirred at room temperature for 4 h. The volatiles were removed under reduced pressure and the residue was triturated with water causing formation of a precipitate. The solid was collected via filtration and dried under vacuum. The sol... Starting materials: O=C(Cl)c1ccccc1, NC(=O)c1nn[nH]c1N, O, c1ccncc1. The product is NC(=O)c1nn[nH]c1NC(=O)c1ccccc1. RXN SMILES: [C:1]([c:2]1[cH:3][cH:4][cH:5][cH:6][cH:7]1)(=[O:8])[Cl:9].[NH2:10][c:11]1[c:12]([C:16]([NH2:17])=[O:18])[n:13][n:14][nH:15]1.[OH2:19].[cH:20]1[cH:21][cH:22][n:23][cH:24][cH:25]1>>[C:1]([c:2]1[cH:3][cH:4][cH:5][cH:6][cH:7]1)(=[O:8])[NH:10][c:11]1[c:12]([C:16]([NH2:17])=[O:18])[n:13][n:14][nH:15]1.